From a dataset of the Open Reaction Database (ORD), a public repository of structured organic reaction records. describe an organic reaction: reactants, conditions, products, and yield The reactants are NCC1OC2=CC=CC=C2CC1 (2-aminomethyl-3,4-dihydro-2H-chromene), BrCCCCN1S(C=2C3=C1C=CC=C3C=CC2)(=O)=O (2-(4-bromobutyl)-2H-naphth[1,8-cd]isothiazole 1,1-dioxide), S1(NC2=C3C1=CC=CC3=CC=C2)(=O)=O (2H-naphth [1,8-cd]isothiazole 1,1-dioxide), BrCCCCBr (1,4-dibromobutane). Yields the product O=S1(N(C2=C3C1=CC=CC3=CC=C2)CCCCNCC2OC3=CC=CC=C3CC2)=O (2-{N-[4-(1,1-Dioxido-2H-naphth[1,8-cd]isothiazol-2-yl)butyl]aminomethyl}-chroman). RXN SMILES: [NH2:1][CH2:2][CH:3]1[CH2:12][CH2:11][C:10]2[C:5](=[CH:6][CH:7]=[CH:8][CH:9]=2)[O:4]1.Br[CH2:14][CH2:15][CH2:16][CH2:17][N:18]1[C:22]2[CH:23]=[CH:24][CH:25]=[C:26]3[CH:27]=[CH:28][CH:29]=[C:20]([C:21]=23)[S:19]1(=[O:31])=[O:30].S1(=O)(=O)C2=CC=CC3=CC=CC(=C23)N1.BrCCCCBr>>[O:30]=[S:19]1(=[O:31])[C:20]2=[CH:29][CH:28]=[CH:27][C:26]3=[CH:25][CH:24]=[CH:23][C:22](=[C:21]23)[N:18]1[CH2:17][CH2:16][CH2:15][CH2:14][NH:1][CH2:2][CH:3]1[CH2:12][CH2:11][C:10]2[C:5](=[CH:6][CH:7]=[CH:8][CH:9]=2)[O:4]1. Reported procedure: The compound is prepared from 2-aminomethyl-3,4-dihydro-2H-chromene and 2-(4-bromobutyl)-2H-naphth[1,8-cd]isothiazole 1,1-dioxide (available from 2H-naphth [1,8-cd]isothiazole 1,1-dioxide and 1,4-dibromobutane using a base) according to the working directions of